Dataset: the Open Reaction Database (ORD), a public repository of structured organic reaction records. Task: describe an organic reaction: reactants, conditions, products, and yield Starting materials: CCOC(=O)CC1OB(O)c2cc(Oc3ccnc(N(C)C)n3)cc(C)c21, C1CCOC1, Cl, [Li+], [OH-], O. Product: Cc1cc(Oc2ccnc(N(C)C)n2)cc2c1C(CC(=O)O)OB2O. As a reaction SMILES: [CH2:1]([CH3:2])[O:3][C:4]([CH2:5][CH:6]1[c:7]2[c:8]([cH:12][c:13]([O:17][c:18]3[n:19][c:20]([N:24]([CH3:25])[CH3:26])[n:21][cH:22][cH:23]3)[cH:14][c:15]2[CH3:16])[B:9]([OH:11])[O:10]1)=[O:27].[CH2:31]1[O:32][CH2:33][CH2:34][CH2:35]1.[ClH:30].[Li+:28].[OH-:29].[OH2:36]>>[O:3]=[C:4]([CH2:5][CH:6]1[c:7]2[c:8]([cH:12][c:13]([O:17][c:18]3[n:19][c:20]([N:24]([CH3:25])[CH3:26])[n:21][cH:22][cH:23]3)[cH:14][c:15]2[CH3:16])[B:9]([OH:11])[O:10]1)[OH:27].